Task: describe an organic reaction: reactants, conditions, products, and yield. Dataset: the Open Reaction Database (ORD), a public repository of structured organic reaction records The reactants are C(=NC1CCCCC1)=NC1CCCCC1, CS(N)(=O)=O, CN(C)c1ccncc1, CC1CN(C(=O)COc2ccc(Cl)cc2COCC(=O)O)C(C)CN1Cc1ccc(F)cc1, ClCCl. The product is CC1CN(C(=O)COc2ccc(Cl)cc2COCC(=O)NS(C)(=O)=O)C(C)CN1Cc1ccc(F)cc1. Reaction SMILES: [CH2:34]1[CH2:35][CH2:36][CH:37]([N:38]=[C:39]=[N:40][CH:41]2[CH2:42][CH2:43][CH2:44][CH2:45][CH2:46]2)[CH2:47][CH2:48]1.[CH3:49][S:50](=[O:51])(=[O:52])[NH2:53].[CH3:57][N:58]([CH3:59])[c:60]1[cH:61][cH:62][n:63][cH:64][cH:65]1.[Cl:1][c:2]1[cH:3][cH:4][c:5]([O:14][CH2:15][C:16](=[O:17])[N:18]2[CH:19]([CH3:33])[CH2:20][N:21]([CH2:25][c:26]3[cH:27][cH:28][c:29]([F:32])[cH:30][cH:31]3)[CH:22]([CH3:24])[CH2:23]2)[c:6]([CH2:7][O:8][CH2:9][C:10](=[O:11])[OH:12])[cH:13]1.[Cl:54][CH2:55][Cl:56]>>[Cl:1][c:2]1[cH:3][cH:4][c:5]([O:14][CH2:15][C:16](=[O:17])[N:18]2[CH:19]([CH3:33])[CH2:20][N:21]([CH2:25][c:26]3[cH:27][cH:28][c:29]([F:32])[cH:30][cH:31]3)[CH:22]([CH3:24])[CH2:23]2)[c:6]([CH2:7][O:8][CH2:9][C:10](=[O:11])[NH:53][S:50]([CH3:49])(=[O:51])=[O:52])[cH:13]1. Reactants: CCOP(=O)(C#N)OCC, C1CCNCC1, CCCCCN(CC(=O)O)C(=O)C(CCC(=O)OC)CS(=O)(=O)c1ccc2ccccc2c1, CN(C)C=O, Cl. Product: CCCCCN(CC(=O)N1CCCCC1)C(=O)C(CCC(=O)OC)CS(=O)(=O)c1ccc2ccccc2c1. Reaction SMILES: [C:40]([P:41](=[O:42])([O:43][CH2:44][CH3:45])[O:46][CH2:47][CH3:48])#[N:49].[CH2:34]1[CH2:35][CH2:36][NH:37][CH2:38][CH2:39]1.[CH3:1][O:2][C:3](=[O:4])[CH2:5][CH2:6][CH:7]([C:8](=[O:9])[N:10]([CH2:11][C:12](=[O:13])[OH:14])[CH2:15][CH2:16][CH2:17][CH2:18][CH3:19])[CH2:20][S:21](=[O:22])(=[O:23])[c:24]1[cH:25][c:26]2[cH:27][cH:28][cH:29][cH:30][c:31]2[cH:32][cH:33]1.[CH3:51][N:52]([CH3:53])[CH:54]=[O:55].[ClH:50]>>[CH3:1][O:2][C:3](=[O:4])[CH2:5][CH2:6][CH:7]([C:8](=[O:9])[N:10]([CH2:11][C:12](=[O:13])[N:37]1[CH2:36][CH2:35][CH2:34][CH2:39][CH2:38]1)[CH2:15][CH2:16][CH2:17][CH2:18][CH3:19])[CH2:20][S:21](=[O:22])(=[O:23])[c:24]1[cH:25][c:26]2[cH:27][cH:28][cH:29][cH:30][c:31]2[cH:32][cH:33]1. The reactants are C(C(=C)C)(=O)OC (methyl methacrylate), gum, C(C=C)(=O)OCCCC (n-butyl acrylate), lignosulfonic acid, C=CC1=CC=CC=C1 (styrene), C(C1=CC=CC=C1)(=O)OOC(C1=CC=CC=C1)=O (benzoyl peroxide). Solvent: O (water). Conditions: temperature 80 celsius, time 18 hour. Product: C=CC1=CC=CC=C1.C(C=C)(=O)OCCCC.C(C(=C)C)(=O)OC (styrene n-butyl acrylate methyl methacrylate). Reaction SMILES: [CH2:1]=[CH:2][C:3]1[CH:8]=[CH:7][CH:6]=[CH:5][CH:4]=1.[C:9]([O:13][CH2:14][CH2:15][CH2:16][CH3:17])(=[O:12])[CH:10]=[CH2:11].[C:18]([O:23][CH3:24])(=[O:22])[C:19]([CH3:21])=[CH2:20].C(OOC(=O)C1C=CC=CC=1)(=O)C1C=CC=CC=1>O>[CH2:1]=[CH:2][C:3]1[CH:8]=[CH:7][CH:6]=[CH:5][CH:4]=1.[C:9]([O:13][CH2:14][CH2:15][CH2:16][CH3:17])(=[O:12])[CH:10]=[CH2:11].[C:18]([O:23][CH3:24])(=[O:22])[C:19]([CH3:21])=[CH2:20] |f:5.6.7|. Procedure: Placed in a 1-liter capacity round reaction vessel were 400 g of deionized water, 3.6 g gum Arabic, and 3.6 g of lignosulfonic acid, and the vessel was set in a water bath. Then said vessel was equipped with a stirring device, a Dimroth condensing pipe, a dripping device, and a nitrogen supplying tube, and the resulting mixture was subjected to nitrogen bubbling while stirring, and was heated to 80° C. Thereafter, the nitrogen bubbling was replaced with a nitrogen gas flow, and a mixed monomer s... The reactants are COC1=NC=C(C2=C1NC=C2C2=C(C=CC=C2)C)C#N (7-methoxy-3-(2-methylphenyl)-1H-pyrrolo[2,3-c]pyridine-4-carbonitrile), BrC=1C=C(SC1)C(=O)N (4-bromothiophene-2-carboxamide), C([O-])([O-])=O.[K+].[K+] (potassium carbonate), CN1C(CCC1)=O (N-methylpyrrolidone). Reagents/catalysts: [Cu]I (copper(I) iodide). Solvent: O (water). Reaction conditions: temperature 200 celsius, time 1 hour. The product is C(#N)C=1C2=C(C(NC1)=O)N(C=C2C2=C(C=CC=C2)C)C=2C=C(SC2)C(=O)N (4-(4-cyano-3-(2-methylphenyl)-7-oxo-6,7-dihydro-1H-pyrrolo[2,3-c]pyridin-1-yl)thiophene-2-carboxamide). The yield is 3.5%. Reaction SMILES: C[O:2][C:3]1[C:8]2[NH:9][CH:10]=[C:11]([C:12]3[CH:17]=[CH:16][CH:15]=[CH:14][C:13]=3[CH3:18])[C:7]=2[C:6]([C:19]#[N:20])=[CH:5][N:4]=1.Br[C:22]1[CH:23]=[C:24]([C:27]([NH2:29])=[O:28])[S:25][CH:26]=1.C(=O)([O-])[O-].[K+].[K+].CN1CCCC1=O>[Cu]I.O>[C:19]([C:6]1[C:7]2[C:11]([C:12]3[CH:17]=[CH:16][CH:15]=[CH:14][C:13]=3[CH3:18])=[CH:10][N:9]([C:22]3[CH:23]=[C:24]([C:27]([NH2:29])=[O:28])[S:25][CH:26]=3)[C:8]=2[C:3](=[O:2])[NH:4][CH:5]=1)#[N:20] |f:2.3.4|. Procedure: A mixture of 7-methoxy-3-(2-methylphenyl)-1H-pyrrolo[2,3-c]pyridine-4-carbonitrile (50 mg), 4-bromothiophene-2-carboxamide (47 mg), copper(I) iodide (3.6 mg), potassium carbonate (31.5 mg) and N-methylpyrrolidone (2 mL) was stirred under microwave irradiation at 200° C. for 1 hr. To the reaction mixture was added water, and the mixture was extracted with ethyl acetate. The organic layer was washed with water and saturated brine, dried over anhydrous magnesium sulfate, and concentrated under redu... Reactants: Cl.FC1=CC=C(C=C1)C1=CN=C(N=N1)N (6-(4-fluorophenyl)-1,2,4-triazin-3-amine hydrochloride), ClC(C=O)CC1=CC=C(C=C1)OC (2-chloro-3-(4-methoxyphenyl)propanal), C(CCCC)O (amyl alcohol). Run at temperature 130 celsius. Yields the product FC1=CC=C(C=C1)C=1C=NC=2N(N1)C(=CN2)CC2=CC=C(C=C2)OC (2-(4-Fluorophenyl)-7-(4-methoxybenzyl)imidazo[1,2-b][1,2,4]triazine). Reaction SMILES: Cl.[F:2][C:3]1[CH:8]=[CH:7][C:6]([C:9]2[N:14]=[N:13][C:12]([NH2:15])=[N:11][CH:10]=2)=[CH:5][CH:4]=1.Cl[CH:17]([CH2:20][C:21]1[CH:26]=[CH:25][C:24]([O:27][CH3:28])=[CH:23][CH:22]=1)[CH:18]=O.C(O)CCCC>>[F:2][C:3]1[CH:4]=[CH:5][C:6]([C:9]2[CH:10]=[N:11][C:12]3[N:13]([C:17]([CH2:20][C:21]4[CH:22]=[CH:23][C:24]([O:27][CH3:28])=[CH:25][CH:26]=4)=[CH:18][N:15]=3)[N:14]=2)=[CH:7][CH:8]=1 |f:0.1|. Reported procedure: A mixture of 6-(4-fluorophenyl)-1,2,4-triazin-3-amine hydrochloride (50 mg, 0.2 mmol) and 2-chloro-3-(4-methoxyphenyl)propanal (48 mg, 0.24 mmol) in tent-amyl alcohol (1 mL) was heated at 130° C. for 4 h. After cooling, the mixture was purified by preparative HPLC to afford the desired product. (7.1 mg) LCMS: (M+H)=335.1.